describe an organic reaction: reactants, conditions, products, and yield From a dataset of the Open Reaction Database (ORD), a public repository of structured organic reaction records. Reactants: ClC=1C(=NC(=CC1)Cl)N (3,6-dichloropyridin-2-amine), C([O-])([O-])=O.[Na+].[Na+] (sodium carbonate), C(=S)(Cl)Cl (thiophosgene). Solvent: C(Cl)Cl (DCM). Run at temperature 55 celsius. The product is ClC=1C(=NC(=CC1)Cl)N=C=S (3,6-dichloro-2-isothiocyanatopyridine). As a reaction SMILES: [Cl:1][C:2]1[C:3]([NH2:9])=[N:4][C:5]([Cl:8])=[CH:6][CH:7]=1.C(=O)([O-])[O-].[Na+].[Na+].[C:16](Cl)(Cl)=[S:17]>C(Cl)Cl>[Cl:1][C:2]1[C:3]([N:9]=[C:16]=[S:17])=[N:4][C:5]([Cl:8])=[CH:6][CH:7]=1 |f:1.2.3|. Procedure details: A mixture of 3,6-dichloropyridin-2-amine (0.772 g, 4.74 mmol), sodium carbonate (2.01 g, 18.9 mmol), and thiophosgene (0.726 mL, 9.47 mmol) in 6 mL DCM was heated to 55° C. in a sealed tube for 36 h. The reaction was filtered through a frit, rinsing with DCM, and the material was adsorbed onto 6 g silica gel and dried. The material was purified by silica gel chromatography, 40 g, 0-100% EA/hexanes to give 3,6-dichloro-2-isothiocyanatopyridine. 1H NMR (400 MHz, DMSO-d6) 8 ppm 8.19 (d, J=8.5 Hz, 1... Reactants: O1CCCC1 (Tetrahydrofuran), O (water), C(C)OP(OCC)(=O)C(=CC1=C(C=CC=C1)C#CCCCCCCCCCCC)P(OCC)(OCC)=O (Tetraethyl[2-[2-(1-tridecynyl)phenyl]ethenylidene]bisphosphonate), C[Si](C)(C)Br (Trimethylsilyl bromide), C[Si](C)(C)Br (trimethylsilyl bromide). Solvent: C(Cl)Cl.[2H]C(Cl)(Cl)[2H] (CH2Cl2 CD2Cl2). Conditions: time 5 hour. Yields the product C(#CCCCCCCCCCCC)C1=C(C=CC=C1)C=C(P(O)(O)=O)P(O)(O)=O ([2-[2-(1-Tridecynyl)phenyl]ethenylidene]bisphosphonic acid). The yield is 78.5%. As a reaction SMILES: C([O:3][P:4]([C:9]([P:30](=[O:37])([O:34]CC)[O:31]CC)=[CH:10][C:11]1[CH:16]=[CH:15][CH:14]=[CH:13][C:12]=1[C:17]#[C:18][CH2:19][CH2:20][CH2:21][CH2:22][CH2:23][CH2:24][CH2:25][CH2:26][CH2:27][CH2:28][CH3:29])(=[O:8])[O:5]CC)C.C[Si](Br)(C)C.O1CCCC1.O>C(Cl)Cl.[2H]C([2H])(Cl)Cl>[C:17]([C:12]1[CH:13]=[CH:14][CH:15]=[CH:16][C:11]=1[CH:10]=[C:9]([P:30](=[O:31])([OH:34])[OH:37])[P:4](=[O:3])([OH:5])[OH:8])#[C:18][CH2:19][CH2:20][CH2:21][CH2:22][CH2:23][CH2:24][CH2:25][CH2:26][CH2:27][CH2:28][CH3:29] |f:4.5|. Procedure: Tetraethyl[2-[2-(1-tridecynyl)phenyl]ethenylidene]bisphosphonate (1.26 g, 2.28 mmol) prepared according to Example 9 was dissolved in a mixture of CH2Cl2 -CD2Cl2 (12 ml, 1.73:1). Trimethylsilyl bromide (1.3 ml, 9.85 mmol) was added, and the reaction was stirred for 5 hours. At this time additional trimethylsilyl bromide (0.2 ml, 1.5 mmol) was added. The progress of the reaction was monitored by 1H and 31P NMR, until no additional change occurred. 1H NMR was more useful in this regard, particular...